This data is from the Open Reaction Database (ORD), a public repository of structured organic reaction records. The task is: describe an organic reaction: reactants, conditions, products, and yield Starting materials: C(C)(=O)OC12CC3CC(CC(C1)C3)C2 (acetoxyadamantane), S(O)(O)(=O)=O (sulphuric acid), C1OC=2C=C(C=CC2O1)Br (3,4-methylenedioxybromobenzene), C([O-])(O)=O.[Na+] (sodium bicarbonate). Solvent: C1CCCCC1 (cyclohexane), CCCCCCC (heptane), O (water). Conditions: time 8 hour. Product: C12(CC3CC(CC(C1)C3)C2)C=2C=C(C=C3C2OCO3)Br (3-(1-adamantyl)-4,5-methylenedioxybromobenzene). RXN SMILES: C(O[C:5]12[CH2:14][CH:9]3[CH2:10][CH:11]([CH2:13][CH:7]([CH2:8]3)[CH2:6]1)[CH2:12]2)(=O)C.S(=O)(=O)(O)O.[CH2:20]1[O:28][C:27]2[CH:26]=[CH:25][C:24]([Br:29])=[CH:23][C:22]=2[O:21]1.C(=O)(O)[O-].[Na+]>C1CCCCC1.CCCCCCC.O>[C:5]12([C:26]3[CH:25]=[C:24]([Br:29])[CH:23]=[C:22]4[O:21][CH2:20][O:28][C:27]=34)[CH2:6][CH:7]3[CH2:13][CH:11]([CH2:10][CH:9]([CH2:8]3)[CH2:14]1)[CH2:12]2 |f:3.4|. Procedure details: 4.82 g (24.9 mmol) of acetoxyadamantane and 0.75 ml (139 mmol) of concentrated sulphuric acid are added to 5 g (24.9 mmol) of 3,4-methylenedioxybromobenzene in 35 ml of cyclohexane and 35 ml of heptane. The reaction medium is stirred at room temperature overnight. This medium is then hydrolyzed with 250 ml of water, neutralized with sodium bicarbonate, extracted with 200 ml of dichloromethane, dried over magnesium sulphate and evaporated, to give 2.89 g (34.8%) of the expected derivative which m... Reactants: O=C1CCN(CC1)C(=O)OCC1=CC=CC=C1 (benzyl 4-oxo-1-piperidinecarboxylate), BrC1=NC=CC(=C1)C (2-bromo-4-methylpyridine). Yields the product OC1(CCN(CC1)C(=O)OCC1=CC=CC=C1)C1=NC=CC(=C1)C (benzyl 4-hydroxy-4-(4-methylpyridin-2-yl)piperidine-1-carboxylate). The yield is 56.0%. As a reaction SMILES: [O:1]=[C:2]1[CH2:7][CH2:6][N:5]([C:8]([O:10][CH2:11][C:12]2[CH:17]=[CH:16][CH:15]=[CH:14][CH:13]=2)=[O:9])[CH2:4][CH2:3]1.Br[C:19]1[CH:24]=[C:23]([CH3:25])[CH:22]=[CH:21][N:20]=1>>[OH:1][C:2]1([C:19]2[CH:24]=[C:23]([CH3:25])[CH:22]=[CH:21][N:20]=2)[CH2:3][CH2:4][N:5]([C:8]([O:10][CH2:11][C:12]2[CH:17]=[CH:16][CH:15]=[CH:14][CH:13]=2)=[O:9])[CH2:6][CH2:7]1. Procedure: Obtained in 56% yield by an analogous method to Example 321, preparation of starting materials, starting from benzyl 4-oxo-1-piperidinecarboxylate and 2-bromo-4-methylpyridine. The reactants are OCC(CNC(OC(C)(C)C)=O)(C)C (tert-butyl (3-hydroxy-2,2-dimethylpropyl)carbamate), N1C(=CC=2C1=NC(=CC2)C(=O)OCC)C(=O)OCC (diethyl 1H-pyrrolo[2,3-b]pyridine-2,6-dicarboxylate), N1C(=CC=2C1=NC(=CC2)C(=O)OCC)C(=O)OCC (diethyl 1H-pyrrolo[2,3-b]pyridine-2,6-dicarboxylate), C1(=CC=CC=C1)P(C1=CC=CC=C1)C1=CC=CC=C1 (triphenylphosphine), N(=NC(=O)OC(C)C)C(=O)OC(C)C (diisopropyl azodicarboxylate). Solvent: C1CCOC1 (THF). Reaction conditions: time 64 hour. The product is C(C)(C)(C)OC(=O)NCC(CN1C(=CC=2C1=NC(=CC2)C(=O)OCC)C(=O)OCC)(C)C (Diethyl 1-{3-[(tert-butoxycarbonyl)amino]-2,2-dimethylpropyl}-1H-pyrrolo[2,3-b]pyridine-2,6-dicarboxylate). Reaction SMILES: O[CH2:2][C:3]([CH3:14])([CH3:13])[CH2:4][NH:5][C:6](=[O:12])[O:7][C:8]([CH3:11])([CH3:10])[CH3:9].[NH:15]1[C:19]2=[N:20][C:21]([C:24]([O:26][CH2:27][CH3:28])=[O:25])=[CH:22][CH:23]=[C:18]2[CH:17]=[C:16]1[C:29]([O:31][CH2:32][CH3:33])=[O:30].C1(P(C2C=CC=CC=2)C2C=CC=CC=2)C=CC=CC=1.N(C(OC(C)C)=O)=NC(OC(C)C)=O>C1COCC1>[C:8]([O:7][C:6]([NH:5][CH2:4][C:3]([CH3:14])([CH3:13])[CH2:2][N:15]1[C:19]2=[N:20][C:21]([C:24]([O:26][CH2:27][CH3:28])=[O:25])=[CH:22][CH:23]=[C:18]2[CH:17]=[C:16]1[C:29]([O:31][CH2:32][CH3:33])=[O:30])=[O:12])([CH3:11])([CH3:10])[CH3:9]. Procedure details: To a solution of tert-butyl (3-hydroxy-2,2-dimethylpropyl)carbamate (2.13 g, 10.5 mmol), diethyl 1H-pyrrolo[2,3-b]pyridine-2,6-dicarboxylate (Intermediate D, 2.50 g, 9.53 mmol), and triphenylphosphine (5.00 g, 19.1 mmol) in THF (15 mL) is added diisopropyl azodicarboxylate (3.95 mL, 19.1 mmol). The reaction is stirred at room temperature for 64 h. The solvent is removed in vacuo and the crude material is purified via silica gel chromatography using a gradient elution of 0-30% ethyl acetate/hexan... Starting materials: [BH4-], Cc1c(C(=O)C(C)C)oc2ccc(OCc3ccccc3)cc12, CO, [Na+], C1CCOC1. Yields the product Cc1c(C(O)C(C)C)oc2ccc(OCc3ccccc3)cc12. RXN SMILES: [BH4-:24].[CH2:1]([c:2]1[cH:3][cH:4][cH:5][cH:6][cH:7]1)[O:8][c:9]1[cH:10][cH:11][c:12]2[c:13]([c:14]([CH3:22])[c:15]([C:17]([CH:18]([CH3:19])[CH3:20])=[O:21])[o:16]2)[cH:23]1.[CH3:31][OH:32].[Na+:25].[O:26]1[CH2:27][CH2:28][CH2:29][CH2:30]1>>[CH2:1]([c:2]1[cH:3][cH:4][cH:5][cH:6][cH:7]1)[O:8][c:9]1[cH:10][cH:11][c:12]2[c:13]([c:14]([CH3:22])[c:15]([CH:17]([CH:18]([CH3:19])[CH3:20])[OH:21])[o:16]2)[cH:23]1. Reactants: [OH-].[Na+] (sodium hydroxide), FC(C1(N(C(CC(C1)=C)C(=O)[O-])C=O)C(=O)OCC)F (Ethyl 2-difluoromethyl-1-formyl-4-methylene-2,6-piperidinedicarboxylate), O (water). Solvent: C(C)O (ethanol). Conditions: time 60 hour. The product is FC(C1(N(C(CC(C1)=C)C(=O)O)C=O)C(=O)O)F (2-(difluoromethyl)-1-formyl-4-methylene-2,6-piperidine dicarboxylic acid). Yield: 96.0%. RXN SMILES: [OH-].[Na+].[F:3][CH:4]([F:22])[C:5]1([C:17]([O:19]CC)=[O:18])[CH2:10][C:9](=[CH2:11])[CH2:8][CH:7]([C:12]([O-:14])=[O:13])[N:6]1[CH:15]=[O:16].O>C(O)C>[F:22][CH:4]([F:3])[C:5]1([C:17]([OH:19])=[O:18])[CH2:10][C:9](=[CH2:11])[CH2:8][CH:7]([C:12]([OH:14])=[O:13])[N:6]1[CH:15]=[O:16] |f:0.1|. Procedure details: 0.68 ml of 1N sodium hydroxide were added to a solution of 54 mg of the product of Step A in 4 ml of ethanol. The mixture was stirred at ambient temperature for 60 hours. 4 ml of water were added and the pH was neutralized to about 6 with Amberlyst 15 resin. After filtering and evaporating to dryness the residue was taken up in 8 ml of water and lyophilized to obtain 47 mg of the desired product in the form of its sodium salt.